This data is from the Open Reaction Database (ORD), a public repository of structured organic reaction records. The task is: describe an organic reaction: reactants, conditions, products, and yield Yield: 166.9%. Solvent: O (water). Procedure details: Under a nitrogen atmosphere, into a reaction vessel were charged 13.0 g (0.12 mol) of 1,4-phenylenediamine and 140 ml of tetrahydrofuran. A solution prepared by dissolving 11.77 g (0.12 mol) of maleic anhydride in 25 ml of tetrahydrofuran was dropped into this under cooling with ice over a period of about 1 hour, then, the mixture was stirred at room temperature overnight. After completion of the reaction, the deposited crystal was isolated by filtration, and dried to obtain 24.20 g of coarse (2... Reactants: NC1=CC=C(C=C1)NC(\C=C/C(=O)O)=O ((2Z)-4-[(4-aminophenyl)amino]-4-oxo-2-butenoic acid), O1CCCC1 (tetrahydrofuran). RXN SMILES: [NH2:1][C:2]1[CH:7]=[CH:6][C:5]([NH:8][C:9](=[O:15])/[CH:10]=[CH:11]\[C:12]([OH:14])=[O:13])=[CH:4][CH:3]=1.O1CCCC1>O>[OH2:13].[NH2:1][C:2]1[CH:3]=[CH:4][C:5]([NH:8][C:9](=[O:15])/[CH:10]=[CH:11]\[C:12]([OH:14])=[O:13])=[CH:6][CH:7]=1 |f:3.4|. Yields the product O.NC1=CC=C(C=C1)NC(\C=C/C(=O)O)=O ((2Z)-4-[(4-aminophenyl)amino]-4-oxo-2-butenoic acid mono-hydrate). Reaction conditions: time 2 hour.